The task is: describe an organic reaction: reactants, conditions, products, and yield. This data is from the Open Reaction Database (ORD), a public repository of structured organic reaction records. Reactants: ClC1=NC=2CCN(CC2C=C1)CC(=O)N1CCN(CC1)C1CCC1 (2-chloro-6-[2-(4-cyclobutylpiperazin-1-yl)-2-oxoethyl]-5,6,7,8-tetrahydro-1,6-naphthyridine), C(CCC)[Sn](C=1N=NC=CC1)(CCCC)CCCC (3-(tributylstannyl)pyridazine). Reagents/catalysts: C=1C=CC(=CC1)[P](C=2C=CC=CC2)(C=3C=CC=CC3)[Pd]([P](C=4C=CC=CC4)(C=5C=CC=CC5)C=6C=CC=CC6)([P](C=7C=CC=CC7)(C=8C=CC=CC8)C=9C=CC=CC9)[P](C=1C=CC=CC1)(C=1C=CC=CC1)C=1C=CC=CC1 (Pd(PPh3)4). Run in C1(=CC=CC=C1)C (toluene). Run at temperature 110 celsius, time 30 minute. The product is C1(CCC1)N1CCN(CC1)C(CN1CC=2C=CC(=NC2CC1)C=1N=NC=CC1)=O (6-[2-(4-Cyclobutylpiperazin-1-Yl)-2-Oxoethyl]-2-Pyridazin-3-Yl-5,6,7,8-Tetrahydro-1,6-Naphthyridine). Reaction SMILES: Cl[C:2]1[CH:11]=[CH:10][C:9]2[CH2:8][N:7]([CH2:12][C:13]([N:15]3[CH2:20][CH2:19][N:18]([CH:21]4[CH2:24][CH2:23][CH2:22]4)[CH2:17][CH2:16]3)=[O:14])[CH2:6][CH2:5][C:4]=2[N:3]=1.C([Sn](CCCC)(CCCC)[C:30]1[N:31]=[N:32][CH:33]=[CH:34][CH:35]=1)CCC>C1(C)C=CC=CC=1.C1C=CC([P]([Pd]([P](C2C=CC=CC=2)(C2C=CC=CC=2)C2C=CC=CC=2)([P](C2C=CC=CC=2)(C2C=CC=CC=2)C2C=CC=CC=2)[P](C2C=CC=CC=2)(C2C=CC=CC=2)C2C=CC=CC=2)(C2C=CC=CC=2)C2C=CC=CC=2)=CC=1>[CH:21]1([N:18]2[CH2:19][CH2:20][N:15]([C:13](=[O:14])[CH2:12][N:7]3[CH2:6][CH2:5][C:4]4[N:3]=[C:2]([C:30]5[N:31]=[N:32][CH:33]=[CH:34][CH:35]=5)[CH:11]=[CH:10][C:9]=4[CH2:8]3)[CH2:16][CH2:17]2)[CH2:24][CH2:23][CH2:22]1 |^1:54,56,75,94|. Procedure details: A mixture of 2-chloro-6-[2-(4-cyclobutylpiperazin-1-yl)-2-oxoethyl]-5,6,7,8-tetrahydro-1,6-naphthyridine (349 mg, 1 mmol), 3-(tributylstannyl)pyridazine (461 mg, 1.25 mmol) and Pd(PPh3)4 (116 mg, 0.1 mmol) in toluene (15 mL) is degassed by argon and heated at 110° C. in a sealed tube overnight. The mixture is cooled and saturated KF solution (10 mL) is added. The mixture is stirred at rt for 30 min, and then the layers are separated. The aqueous layer is extracted with EtOAc (15 ml) and the comb...